From a dataset of the Open Reaction Database (ORD), a public repository of structured organic reaction records. describe an organic reaction: reactants, conditions, products, and yield Reactants: O (water), CC(CCC(=O)O)C (4-Methylpentanoic acid), N12CCCCCC2=NCCC1 (1,8-diazabicyclo[5.4.0]undec-7-ene), ClC1N(C(C2=CC=CC=C12)=O)C1=NC2=NC(=CC=C2C=C1)Cl (3-chloro-2-(7-chloro-1,8-naphthyridin-2-yl)-1-isoindolinone). The solvent is ClCCl (dichloromethane), CN(C=O)C (dimethylformamide). Reaction conditions: temperature 20 celsius, time 24 hour. The product is CC(CCC(=O)OC1N(C(C2=CC=CC=C12)=O)C1=NC2=NC(=CC=C2C=C1)Cl)C (2-(7-chloro-1,8-naphthyridin-2-yl)-3-oxo-1-isoindolinyl 4-methylpentanoate). Yield: 48.8%. Reaction SMILES: [CH3:1][CH:2]([CH3:8])[CH2:3][CH2:4][C:5]([OH:7])=[O:6].N12CCCN=C1CCCCC2.Cl[CH:21]1[C:29]2[C:24](=[CH:25][CH:26]=[CH:27][CH:28]=2)[C:23](=[O:30])[N:22]1[C:31]1[CH:40]=[CH:39][C:38]2[C:33](=[N:34][C:35]([Cl:41])=[CH:36][CH:37]=2)[N:32]=1.O>CN(C)C=O.ClCCl>[CH3:1][CH:2]([CH3:8])[CH2:3][CH2:4][C:5]([O:7][CH:21]1[C:29]2[C:24](=[CH:25][CH:26]=[CH:27][CH:28]=2)[C:23](=[O:30])[N:22]1[C:31]1[CH:40]=[CH:39][C:38]2[C:33](=[N:34][C:35]([Cl:41])=[CH:36][CH:37]=2)[N:32]=1)=[O:6]. Reported procedure: 4-Methylpentanoic acid (2.4 g) and 1,8-diazabicyclo[5.4.0]undec-7-ene (3.05 g) are added at a temperature in the region of 20° C. to a solution, maintained under an argon atmosphere, of 3-chloro-2-(7-chloro-1,8-naphthyridin-2-yl)-1-isoindolinone (6.6 g) in anhydrous dimethylformamide (60 cc), and the suspension obtained is stirred for 24 hours at a temperature in the region of 20° C. Distilled water (500 cc) and dichloromethane (150 cc) are then added. The aqueous phase is separated after settli... Reactants: C1(CCCC1)N (Cyclopentylamine), C([O-])([O-])=O.[K+].[K+] (potassium carbonate), BrC1=CC(=C(C#N)C=C1)F (4-bromo-2-fluorobenzonitrile). The solvent is CN(C)C=O (DMF). Reaction conditions: temperature 60 celsius. Product: BrC1=CC(=C(C#N)C=C1)NC1CCCCC1 (4-bromo-2-(cyclohexylamino)benzonitrile). RXN SMILES: [CH:1]1([NH2:6])[CH2:5][CH2:4][CH2:3][CH2:2]1.[C:7](=O)([O-])[O-].[K+].[K+].[Br:13][C:14]1[CH:21]=[CH:20][C:17]([C:18]#[N:19])=[C:16](F)[CH:15]=1>CN(C=O)C>[Br:13][C:14]1[CH:21]=[CH:20][C:17]([C:18]#[N:19])=[C:16]([NH:6][CH:1]2[CH2:7][CH2:2][CH2:3][CH2:4][CH2:5]2)[CH:15]=1 |f:1.2.3|. Reported procedure: Cyclopentylamine and potassium carbonate were added to a DMF solution of 4-bromo-2-fluorobenzonitrile, followed by stirring at 60° C. By post-treating the reaction liquid, 4-bromo-2-(cyclohexylamino)benzonitrile was obtained. By making reference to the method described in J. Am. Chem. Soc.; 1996; 118; 7215-7216, this was allowed to react with piperidine to obtain 2-(cyclohexylamino)-4-piperidin-1-ylbenzonitrile. Isolated yield 84.4%. The product is C(C)(=O)C=1C(=CC=C2C=CC(=CC12)OCCCC(=O)O)OCCOCCOC1=C(C(=C(C=C1)C(C)=O)O)CCC (4-[[8-acetyl-7-[2-[2-(4-acetyl-3-hydroxy-2-propylphenoxy)ethoxy]ethoxy]-2-naphthalenyl]oxy]butanoic acid). Starting materials: COC(CCCOC1=CC2=C(C(=CC=C2C=C1)OCCOCCOC1=C(C(=C(C=C1)C(C)=O)O)CCC)C(C)=O)=O (4-[[8-acetyl-7-[2-[2-(4-acetyl-3-hydroxy-2-propylphenoxy)ethoxy]ethoxy]-2-naphthalenyl]oxy]butanoic acid methyl ester), [OH-].[Na+] (sodium hydroxide). The solvent is CO (methanol). Procedure details: A solution of 1.7 g of 4-[[8-acetyl-7-[2-[2-(4-acetyl-3-hydroxy-2-propylphenoxy)ethoxy]ethoxy]-2-naphthalenyl]oxy]butanoic acid methyl ester and 30 ml of 1N sodium hydroxide in 60 ml of methanol was stirred at reflux for 1 hour. The methanol was removed in vacuo and the aqueous solution was acidified to pH 3. The gummy precipitate was extracted with methylene chloride, the extract was washed with water, dried (magnesium sulfate) and concentrated in vacuo to an oil. The oil was triturated with he... Reaction SMILES: C[O:2][C:3](=[O:41])[CH2:4][CH2:5][CH2:6][O:7][C:8]1[CH:17]=[CH:16][C:15]2[C:10](=[C:11]([C:38](=[O:40])[CH3:39])[C:12]([O:18][CH2:19][CH2:20][O:21][CH2:22][CH2:23][O:24][C:25]3[CH:30]=[CH:29][C:28]([C:31](=[O:33])[CH3:32])=[C:27]([OH:34])[C:26]=3[CH2:35][CH2:36][CH3:37])=[CH:13][CH:14]=2)[CH:9]=1.[OH-].[Na+]>CO>[C:38]([C:11]1[C:12]([O:18][CH2:19][CH2:20][O:21][CH2:22][CH2:23][O:24][C:25]2[CH:30]=[CH:29][C:28]([C:31](=[O:33])[CH3:32])=[C:27]([OH:34])[C:26]=2[CH2:35][CH2:36][CH3:37])=[CH:13][CH:14]=[C:15]2[C:10]=1[CH:9]=[C:8]([O:7][CH2:6][CH2:5][CH2:4][C:3]([OH:41])=[O:2])[CH:17]=[CH:16]2)(=[O:40])[CH3:39] |f:1.2|. Reactants: COc1cc(Nc2ncc3c(C)nc(-c4cccc(Br)c4)n3n2)cc(OC)c1OC, O=C([O-])[O-], COCCOC, [K+], [K+], NC(Cc1ccc(B(O)O)cc1)C(=O)O, [Pd], c1ccc(P(c2ccccc2)c2ccccc2)cc1, c1ccc(P(c2ccccc2)c2ccccc2)cc1, c1ccc(P(c2ccccc2)c2ccccc2)cc1, c1ccc(P(c2ccccc2)c2ccccc2)cc1. Yields the product COc1cc(Nc2ncc3c(C)nc(-c4cccc(-c5ccc(CC(N)C(=O)O)cc5)c4)n3n2)cc(OC)c1OC. Reaction SMILES: [Br:1][c:2]1[cH:3][c:4](-[c:8]2[n:9][c:10]([CH3:30])[c:11]3[cH:12][n:13][c:14]([NH:17][c:18]4[cH:19][c:20]([O:28][CH3:29])[c:21]([O:26][CH3:27])[c:22]([O:24][CH3:25])[cH:23]4)[n:15][n:16]23)[cH:5][cH:6][cH:7]1.[C:46](=[O:47])([O-:48])[O-:49].[CH3:129][O:130][CH2:131][CH2:132][O:133][CH3:134].[K+:50].[K+:51].[OH:31][B:32]([c:33]1[cH:34][cH:35][c:36]([CH2:37][CH:38]([NH2:39])[C:40](=[O:41])[OH:42])[cH:43][cH:44]1)[OH:45].[Pd:52].[c:110]1([P:111]([c:112]2[cH:113][cH:114][cH:115][cH:116][cH:117]2)[c:118]2[cH:119][cH:120][cH:121][cH:122][cH:123]2)[cH:124][cH:125][cH:126][cH:127][cH:128]1.[c:53]1([P:54]([c:55]2[cH:56][cH:57][cH:58][cH:59][cH:60]2)[c:61]2[cH:62][cH:63][cH:64][cH:65][cH:66]2)[cH:67][cH:68][cH:69][cH:70][cH:71]1.[c:72]1([P:73]([c:74]2[cH:75][cH:76][cH:77][cH:78][cH:79]2)[c:80]2[cH:81][cH:82][cH:83][cH:84][cH:85]2)[cH:86][cH:87][cH:88][cH:89][cH:90]1.[c:91]1([P:92]([c:93]2[cH:94][cH:95][cH:96][cH:97][cH:98]2)[c:99]2[cH:100][cH:101][cH:102][cH:103][cH:104]2)[cH:105][cH:106][cH:107][cH:108][cH:109]1>>[c:2]1(-[c:33]2[cH:34][cH:35][c:36]([CH2:37][CH:38]([NH2:39])[C:40](=[O:41])[OH:42])[cH:43][cH:44]2)[cH:3][c:4](-[c:8]2[n:9][c:10]([CH3:30])[c:11]3[cH:12][n:13][c:14]([NH:17][c:18]4[cH:19][c:20]([O:28][CH3:29])[c:21]([O:26][CH3:27])[c:22]([O:24][CH3:25])[cH:23]4)[n:15][n:16]23)[cH:5][cH:6][cH:7]1. Reaction SMILES: [C:1]([C:4]1[S:8][C:7]([NH2:9])=[N:6][C:5]=1[CH3:10])(=[O:3])[CH3:2].[Cl:11][C:12]1[C:13]([CH3:22])=[C:14]([S:18](Cl)(=[O:20])=[O:19])[CH:15]=[CH:16][CH:17]=1>>[C:1]([C:4]1[S:8][C:7]([NH:9][S:18]([C:14]2[CH:15]=[CH:16][CH:17]=[C:12]([Cl:11])[C:13]=2[CH3:22])(=[O:19])=[O:20])=[N:6][C:5]=1[CH3:10])(=[O:3])[CH3:2]. Reported procedure: The title compound was prepared from 5-acetyl-2-amino-4-methylthiazole and 3-chloro-2-methylbenzenesulfonyl chloride as described in the synthetic METHOD B to give a white solid (10.8 mg) with purity >90%. LCMS (pos) m/z 345.0. The product is C(C)(=O)C1=C(N=C(S1)NS(=O)(=O)C1=C(C(=CC=C1)Cl)C)C (N-(5-acetyl-4-methyl-1,3-thiazol-2-yl)-3-chloro-2-methylbenzenesulfonamide), solid. Starting materials: C(C)(=O)C1=C(N=C(S1)N)C (5-acetyl-2-amino-4-methylthiazole), ClC=1C(=C(C=CC1)S(=O)(=O)Cl)C (3-chloro-2-methylbenzenesulfonyl chloride).